From a dataset of the Open Reaction Database (ORD), a public repository of structured organic reaction records. describe an organic reaction: reactants, conditions, products, and yield The reactants are O=C1CCC2=C1NC(=C2)C(=O)OC (methyl 6-oxo-1,4,5,6-tetrahydrocyclopenta[b]pyrrole-2-carboxylate), ClC=1C=C(C=CC1)[Mg]Br (3-chlorophenylmagnesium bromide), ClC=1C=C(C=CC1)C1(CCC2=C1NC(=C2)C(=O)OC)O (methyl 6-(3-chlorophenyl)-6-hydroxy-1,4,5,6-tetrahydrocyclopenta[b]pyrrole-2-carboxylate). The solvent is CO (carbinol). Yields the product ClC=1C=C(C=CC1)C1CCC2=C1NC(=C2)C(=O)OC (methyl 6-(3-chlorophenyl)-1,4,5,6-tetrahydrocyclopenta[b]pyrrole-2-carboxylate). The yield is 29.0%. RXN SMILES: O=C1C2NC(C(OC)=O)=CC=2CC1.ClC1C=C([Mg]Br)C=CC=1.[Cl:23][C:24]1[CH:25]=[C:26]([C:30]2(O)[C:34]3[NH:35][C:36]([C:38]([O:40][CH3:41])=[O:39])=[CH:37][C:33]=3[CH2:32][CH2:31]2)[CH:27]=[CH:28][CH:29]=1>CO>[Cl:23][C:24]1[CH:25]=[C:26]([CH:30]2[C:34]3[NH:35][C:36]([C:38]([O:40][CH3:41])=[O:39])=[CH:37][C:33]=3[CH2:32][CH2:31]2)[CH:27]=[CH:28][CH:29]=1. Reported procedure: The title compound was synthesized in two steps. First, methyl 6-oxo-1,4,5,6-tetrahydrocyclopenta[b]pyrrole-2-carboxylate (0.508 g, 2.84 mmol) was reacted with 3-chlorophenylmagnesium bromide (0.5 M in THF, 14 mL, 7.0 mmol) according to General Procedure 3 to give the carbinol-containing methyl 6-(3-chlorophenyl)-6-hydroxy-1,4,5,6-tetrahydrocyclopenta[b]pyrrole-2-carboxylate, followed by hydrogenation according to General Procedure 6 (with Pt2O), and was purified by column chromatography (Isco C...